From a dataset of the Open Reaction Database (ORD), a public repository of structured organic reaction records. describe an organic reaction: reactants, conditions, products, and yield Starting materials: COc1ccc(CN2C(=O)C3CC(c4ccc([N+](=O)[O-])cc4)(C3)C2=O)cc1, CCOC(C)=O. Product: COc1ccc(CN2C(=O)C3CC(c4ccc(N)cc4)(C3)C2=O)cc1. Reaction SMILES: [CH3:1][O:2][c:3]1[cH:4][cH:5][c:6]([CH2:7][N:8]2[C:9](=[O:25])[C:10]3([c:16]4[cH:17][cH:18][c:19]([N+:22]([O-:23])=[O:24])[cH:20][cH:21]4)[CH2:11][CH:12]([C:13]2=[O:14])[CH2:15]3)[cH:26][cH:27]1.[CH3:28][CH2:29][O:30][C:31](=[O:32])[CH3:33]>>[CH3:1][O:2][c:3]1[cH:4][cH:5][c:6]([CH2:7][N:8]2[C:9](=[O:25])[C:10]3([c:16]4[cH:17][cH:18][c:19]([NH2:22])[cH:20][cH:21]4)[CH2:11][CH:12]([C:13]2=[O:14])[CH2:15]3)[cH:26][cH:27]1. Yields the product NCc1ccn(-c2ccsc2)c(=O)c1. The reactants are [N-]=[N+]=NCc1ccn(-c2ccsc2)c(=O)c1, C1CCOC1, O, c1ccc(P(c2ccccc2)c2ccccc2)cc1. Reaction SMILES: [N:1](=[N+:2]=[N-:3])[CH2:4][c:5]1[cH:6][c:7](=[O:16])[n:8](-[c:11]2[cH:12][s:13][cH:14][cH:15]2)[cH:9][cH:10]1.[O:37]1[CH2:38][CH2:39][CH2:40][CH2:41]1.[OH2:36].[c:17]1([P:18]([c:19]2[cH:20][cH:21][cH:22][cH:23][cH:24]2)[c:25]2[cH:26][cH:27][cH:28][cH:29][cH:30]2)[cH:31][cH:32][cH:33][cH:34][cH:35]1>>[NH2:1][CH2:4][c:5]1[cH:6][c:7](=[O:16])[n:8](-[c:11]2[cH:12][s:13][cH:14][cH:15]2)[cH:9][cH:10]1. The reactants are COc1ccccc1CCc1ccc(C(=O)OC(C)(C)C)c(Nc2ccc(F)cc2)c1, O=C(O)C(F)(F)F. Product: COc1ccccc1CCc1ccc(C(=O)O)c(Nc2ccc(F)cc2)c1. As a reaction SMILES: [F:8][c:9]1[cH:10][cH:11][c:12]([NH:13][c:14]2[c:15]([C:16](=[O:17])[O:18][C:19]([CH3:20])([CH3:21])[CH3:22])[cH:23][cH:24][c:25]([CH2:27][CH2:28][c:29]3[c:30]([O:35][CH3:36])[cH:31][cH:32][cH:33][cH:34]3)[cH:26]2)[cH:37][cH:38]1.[OH:1][C:2]([C:3]([F:4])([F:5])[F:6])=[O:7]>>[F:8][c:9]1[cH:10][cH:11][c:12]([NH:13][c:14]2[c:15]([C:16](=[O:17])[OH:18])[cH:23][cH:24][c:25]([CH2:27][CH2:28][c:29]3[c:30]([O:35][CH3:36])[cH:31][cH:32][cH:33][cH:34]3)[cH:26]2)[cH:37][cH:38]1. The reactants are CC1=CC=C2C(=NC=NC2=C1N)NC1=CC(=CC=C1)C(F)(F)F (7-methyl-N4-(3-(trifluoromethyl)phenyl)quinazoline-4,8-diamine), ClC1=NC=CC=C1C1=CC(=NC=N1)NC (6-(2-chloropyridin-3-yl)-N-methylpyrimidin-4-amine), C[Si](C)(C)[N-][Si](C)(C)C.[Li+] (lithium bis(trimethylsilyl)amide), C1CCOC1 (THF). Solvent: O (water), C(C)(=O)OCC (ethyl acetate), O1CCOCC1 (dioxane). Run at temperature 150 celsius. Product: CC1=CC=C2C(=NC=NC2=C1NC1=NC=CC=C1C1=NC=NC(=C1)NC)NC1=CC(=CC=C1)C(F)(F)F (7-methyl-N8-(3-(6-(methylamino)pyrimidin-4-yl)pyridin-2-yl)-N4-(3-(trifluoromethyl)phenyl)quinazoline-4,8-diamine). RXN SMILES: [CH3:1][C:2]1[C:11]([NH2:12])=[C:10]2[C:5]([C:6]([NH:13][C:14]3[CH:19]=[CH:18][CH:17]=[C:16]([C:20]([F:23])([F:22])[F:21])[CH:15]=3)=[N:7][CH:8]=[N:9]2)=[CH:4][CH:3]=1.Cl[C:25]1[C:30]([C:31]2[N:36]=[CH:35][N:34]=[C:33]([NH:37][CH3:38])[CH:32]=2)=[CH:29][CH:28]=[CH:27][N:26]=1.C[Si]([N-][Si](C)(C)C)(C)C.[Li+].C1COCC1>O.C(OCC)(=O)C.O1CCOCC1>[CH3:1][C:2]1[C:11]([NH:12][C:25]2[C:30]([C:31]3[CH:32]=[C:33]([NH:37][CH3:38])[N:34]=[CH:35][N:36]=3)=[CH:29][CH:28]=[CH:27][N:26]=2)=[C:10]2[C:5]([C:6]([NH:13][C:14]3[CH:19]=[CH:18][CH:17]=[C:16]([C:20]([F:23])([F:21])[F:22])[CH:15]=3)=[N:7][CH:8]=[N:9]2)=[CH:4][CH:3]=1 |f:2.3|. Procedure: A mixture of 7-methyl-N4-(3-(trifluoromethyl)phenyl)quinazoline-4,8-diamine (0.083 g, 0.26 mmol) and 6-(2-chloropyridin-3-yl)-N-methylpyrimidin-4-amine (0.058 g, 0.26 mmol) were placed in a clear microwave vial along with 3 ml of dioxane. While stirring, lithium bis(trimethylsilyl)amide in THF (1.6 ml, 1.6 mmol) was added dropwise with a syringe to the reaction. The vial was capped and heated in a Personal Chemistry SmithSynthesizer to 150° C. for 12 minutes. The reaction was diluted with water ... The reactants are COC1=CC2=C(CC(CC(N2)=O)C(=O)OC)C=C1 (methyl 2,3,4,5-tetrahydro-8-methoxy-2-oxo-1H-1-benzazepine-4-carboxylate), [OH-].[Na+] (sodium hydroxide), Cl (hydrochloric acid). Solvent: CO (methanol). Reaction conditions: time 6.5 hour. Yields the product COC1=CC2=C(CC(CC(N2)=O)C(=O)O)C=C1 (2,3,4,5-Tetrahydro-8-methoxy-2-oxo-1H-1-benzazepine-4-carboxylic Acid). Isolated yield 89.5%. Reaction SMILES: [CH3:1][O:2][C:3]1[CH:18]=[CH:17][C:6]2[CH2:7][CH:8]([C:13]([O:15]C)=[O:14])[CH2:9][C:10](=[O:12])[NH:11][C:5]=2[CH:4]=1.[OH-].[Na+].Cl>CO>[CH3:1][O:2][C:3]1[CH:18]=[CH:17][C:6]2[CH2:7][CH:8]([C:13]([OH:15])=[O:14])[CH2:9][C:10](=[O:12])[NH:11][C:5]=2[CH:4]=1 |f:1.2|. Procedure details: To a solution of methyl 2,3,4,5-tetrahydro-8-methoxy-2-oxo-1H-1-benzazepine-4-carboxylate (5.035 g) in methanol (60 ml) was added 1 N aqueous sodium hydroxide (40 ml). The reaction mixture was stirred at room temperature for 6.5 hr, made acidic by adding 1 N aqueous hydrochloric acid, and extracted with ethyl acetate. The organic layer was washed with water and saturated aqueous sodium chloride, dried, and concentrated. The resulting crude crystals were washed with diethyl ether to obtain the ti... Starting materials: FC1=C(C(=O)Cl)C(=CC=C1)F (2,6-difluorobenzoyl chloride), C(C)NCC(C(F)(F)F)(O)CNC1=C2C=NN(C2=CC=C1)C1=CC=C(C=C1)F (3-(ethylamino)-1,1,1-trifluoro-2-({[1-(4-fluorophenyl)-1H-indazol-4-yl]amino}methyl)-2-propanol). The product is C(C)N(C(C1=C(C=CC=C1F)F)=O)CC(C(F)(F)F)(O)CNC1=C2C=NN(C2=CC=C1)C1=CC=C(C=C1)F (N-Ethyl-2,6-difluoro-N-[3,3,3-trifluoro-2-({[1-(4-fluorophenyl)-1H-indazol-4-yl]amino}methyl)-2-hydroxypropyl]benzamide). RXN SMILES: [F:1][C:2]1[CH:10]=[CH:9][CH:8]=[C:7]([F:11])[C:3]=1[C:4](Cl)=[O:5].[CH2:12]([NH:14][CH2:15][C:16]([CH2:22][NH:23][C:24]1[CH:32]=[CH:31][CH:30]=[C:29]2[C:25]=1[CH:26]=[N:27][N:28]2[C:33]1[CH:38]=[CH:37][C:36]([F:39])=[CH:35][CH:34]=1)([OH:21])[C:17]([F:20])([F:19])[F:18])[CH3:13]>>[CH2:12]([N:14]([CH2:15][C:16]([CH2:22][NH:23][C:24]1[CH:32]=[CH:31][CH:30]=[C:29]2[C:25]=1[CH:26]=[N:27][N:28]2[C:33]1[CH:34]=[CH:35][C:36]([F:39])=[CH:37][CH:38]=1)([OH:21])[C:17]([F:19])([F:20])[F:18])[C:4](=[O:5])[C:3]1[C:2]([F:1])=[CH:10][CH:9]=[CH:8][C:7]=1[F:11])[CH3:13]. Procedure details: Prepared similarly to Example 48 from 2,6-difluorobenzoyl chloride and 3-(ethylamino)-1,1,1-trifluoro-2-({[1-(4-fluorophenyl)-1H-indazol-4-yl]amino}methyl)-2-propanol. The reactants are NC1=C(C#N)C=CC=C1 (2-Aminobenzonitrile), O1CCCC1 (tetrahydrofuran), C(C)[Mg]Br (ethylmagnesium bromide), Cl (HCl). Run at time 4 hour. The product is NC1=C(C=CC=C1)C(CC)=O (1-(2-aminophenyl)propan-1-one). The yield is 56.0%. Reaction SMILES: [NH2:1][C:2]1[CH:9]=[CH:8][CH:7]=[CH:6][C:3]=1[C:4]#N.[CH2:10]([Mg]Br)[CH3:11].Cl.[O:15]1CCCC1>>[NH2:1][C:2]1[CH:9]=[CH:8][CH:7]=[CH:6][C:3]=1[C:4](=[O:15])[CH2:10][CH3:11]. Reported procedure: 2-Aminobenzonitrile (1 mmol) was disposed in anhydrous tetrahydrofuran (5 ml) is followed by adding ethylmagnesium bromide (10 equivalent weights) at 0° C. under nitrogen gas atmosphere and reacting for 4 hours to obtain a reaction product. The pH of the reaction product was adjusted to be in the range of 3 to 4 using 1N HCl, followed by partitioning using ethyl acetate and saturated NaHCO3 for three times. The ethyl acetate layer was collected and purified using a silica gel column (n-hexane/ac...